describe an organic reaction: reactants, conditions, products, and yield From a dataset of the Open Reaction Database (ORD), a public repository of structured organic reaction records. Reactants: N1(CCOCC1)C(=O)N1CC(CC(C1)C1=CC=C(C=C1)OC(F)(F)F)C(N)=S (1-(Morpholin-4-ylcarbonyl)-5-[4-(trifluoromethoxy)phenyl]piperidine-3-carbothioamide), ClCC(C)=O (1-chloropropan-2-one). The product is CC=1N=C(SC1)C1CN(CC(C1)C1=CC=C(C=C1)OC(F)(F)F)C(=O)N1CCOCC1 ({3-(4-Methyl-1,3-thiazol-2-yl)-5-[4-(trifluoromethoxy)phenyl]piperidin-1-yl}(morpholin-4-yl)-methanone). Reaction SMILES: [N:1]1([C:7]([N:9]2[CH2:14][CH:13]([C:15]3[CH:20]=[CH:19][C:18]([O:21][C:22]([F:25])([F:24])[F:23])=[CH:17][CH:16]=3)[CH2:12][CH:11]([C:26](=[S:28])[NH2:27])[CH2:10]2)=[O:8])[CH2:6][CH2:5][O:4][CH2:3][CH2:2]1.Cl[CH2:30][C:31](=O)[CH3:32]>>[CH3:32][C:31]1[N:27]=[C:26]([CH:11]2[CH2:12][CH:13]([C:15]3[CH:16]=[CH:17][C:18]([O:21][C:22]([F:23])([F:24])[F:25])=[CH:19][CH:20]=3)[CH2:14][N:9]([C:7]([N:1]3[CH2:6][CH2:5][O:4][CH2:3][CH2:2]3)=[O:8])[CH2:10]2)[S:28][CH:30]=1. Procedure: 100 mg (about 0.182 mmol) of the compound from Example 115A and 25 mg (0.273 mmol) of 1-chloropropan-2-one were reacted according to the General Method 3. Yield: 40 mg (44% of theory). Starting materials: COC=1C=C2C=CC(=CC2=CC1)[Mg]Br (6-methoxynaphthalen-2-ylmagnesium bromide), C(=O)C1=CN=CS1 (5-formylthiazole), C1CCOC1 (THF), C1CCOC1 (THF). Run in [Cl-].[NH4+] (ammonium chloride). Conditions: time 20 minute. The product is COC=1C=C2C=CC(=CC2=CC1)C(C(C)C)(O)C1=CN=CS1 (1-(6-Methoxynaphthalen-2-yl)-2-methyl-1-(thiazol-5-yl)-1-propanol). As a reaction SMILES: [CH3:1][O:2][C:3]1[CH:4]=[C:5]2[C:10](=[CH:11][CH:12]=1)[CH:9]=[C:8]([Mg]Br)[CH:7]=[CH:6]2.[CH:15]([C:17]1[S:21][CH:20]=[N:19][CH:18]=1)=[O:16].[CH2:22]1[CH2:26]OC[CH2:23]1>[Cl-].[NH4+]>[CH3:1][O:2][C:3]1[CH:4]=[C:5]2[C:10](=[CH:11][CH:12]=1)[CH:9]=[C:8]([C:15]([C:17]1[S:21][CH:20]=[N:19][CH:18]=1)([OH:16])[CH:22]([CH3:26])[CH3:23])[CH:7]=[CH:6]2 |f:3.4|. Procedure: To a solution of 6-methoxynaphthalen-2-ylmagnesium bromide in THF (1.3 M; 10 ml) was added dropwise a solution of 5-formylthiazole (1.70 g) in THF (10 ml) under ice cooling, and the mixture was stirred for 20 min under ice cooling. The mixture was diluted with saturated aqueous solution of ammonium chloride, extracted with ethyl acetate, washed with saturated sodium chloride solution and dried. The solvent was distilled off and the residue was purified by silica gel chromatography (eluent, hexan...